The task is: describe an organic reaction: reactants, conditions, products, and yield. This data is from the Open Reaction Database (ORD), a public repository of structured organic reaction records. Reactants: Nc1cnc(Br)cn1, CN(C)C=O, ClC(Cl)Cl, [Cu]I, N#C[K], C1COCCOCCOCCOCCOCCO1, c1ccc(P(c2ccccc2)(c2ccccc2)[Pd](P(c2ccccc2)(c2ccccc2)c2ccccc2)(P(c2ccccc2)(c2ccccc2)c2ccccc2)P(c2ccccc2)(c2ccccc2)c2ccccc2)cc1. Product: N#Cc1cnc(N)cn1. As a reaction SMILES: [Br:1][c:2]1[n:3][cH:4][c:5]([NH2:8])[n:6][cH:7]1.[CH3:34][N:35]([CH3:36])[CH:37]=[O:38].[CH:30]([Cl:31])([Cl:32])[Cl:33].[Cu:39][I:40].[K:27][C:28]#[N:29].[O:9]1[CH2:10][CH2:11][O:12][CH2:13][CH2:14][O:15][CH2:16][CH2:17][O:18][CH2:19][CH2:20][O:21][CH2:22][CH2:23][O:24][CH2:25][CH2:26]1.[cH:41]1[cH:42][cH:43][c:44]([P:45]([Pd:46]([P:47]([c:48]2[cH:49][cH:50][cH:51][cH:52][cH:53]2)([c:54]2[cH:55][cH:56][cH:57][cH:58][cH:59]2)[c:60]2[cH:61][cH:62][cH:63][cH:64][cH:65]2)([P:66]([c:67]2[cH:68][cH:69][cH:70][cH:71][cH:72]2)([c:73]2[cH:74][cH:75][cH:76][cH:77][cH:78]2)[c:79]2[cH:80][cH:81][cH:82][cH:83][cH:84]2)[P:85]([c:86]2[cH:87][cH:88][cH:89][cH:90][cH:91]2)([c:92]2[cH:93][cH:94][cH:95][cH:96][cH:97]2)[c:98]2[cH:99][cH:100][cH:101][cH:102][cH:103]2)([c:104]2[cH:105][cH:106][cH:107][cH:108][cH:109]2)[c:110]2[cH:111][cH:112][cH:113][cH:114][cH:115]2)[cH:116][cH:117]1>>[c:2]1([C:28]#[N:29])[n:3][cH:4][c:5]([NH2:8])[n:6][cH:7]1. The reactants are C(C)(C)(C)[Li] (tert-butyllithium), FC=1C(=C(C(=C(C1)F)F)F)F (pentafluorobenzene), C(C)OCC (diethyl ether). Solvent: CCCCC (pentane). Run at temperature -65 celsius. Product: FC1=C(C(=C(C(=C1[Li])F)F)F)F (pentafluorophenyllithium). As a reaction SMILES: [F:1][C:2]1[C:3]([F:11])=[C:4]([F:10])[C:5]([F:9])=[C:6]([F:8])[CH:7]=1.C(OCC)C.C([Li:21])(C)(C)C>CCCCC>[F:1][C:2]1[C:7]([Li:21])=[C:6]([F:8])[C:5]([F:9])=[C:4]([F:10])[C:3]=1[F:11]. Procedure: Inside of a 100 ml volume glass three-neck flask equipped with a 50 ml volume glass dropping funnel, temperature resistor and septum rubber was sufficiently replaced with nitrogen. Into the flask, 5 g (29.8 mmol) of pentafluorobenzene and 30 ml of diethyl ether were charged, of which solution was cooled to -65° C. Thereafter, 12.3 g (29.8 mmol) of 15.5 wt. % pentane solution of tert-butyllithium charged into the dropping funnel were added dropwise while making the inner temperature not to exceed... Starting materials: [Br-], [Br-], [Br-], O=C([O-])O, COc1ccc(C(F)(F)F)cc1C(C)=O, CCOCC, [Na+], C[N+](C)(C)c1ccccc1, C[N+](C)(C)c1ccccc1, C[N+](C)(C)c1ccccc1. Yields the product COc1ccc(C(F)(F)F)cc1C(=O)CBr. Reaction SMILES: [Br-:16].[Br-:17].[Br-:18].[C:54](=[O:55])([O-:56])[OH:57].[CH3:1][O:2][c:3]1[c:4]([C:13]([CH3:14])=[O:15])[cH:5][c:6]([C:9]([F:10])([F:11])[F:12])[cH:7][cH:8]1.[CH3:49][CH2:50][O:51][CH2:52][CH3:53].[Na+:58].[c:19]1([N+:20]([CH3:21])([CH3:22])[CH3:23])[cH:24][cH:25][cH:26][cH:27][cH:28]1.[c:29]1([N+:30]([CH3:31])([CH3:32])[CH3:33])[cH:34][cH:35][cH:36][cH:37][cH:38]1.[c:39]1([N+:40]([CH3:41])([CH3:42])[CH3:43])[cH:44][cH:45][cH:46][cH:47][cH:48]1>>[CH3:1][O:2][c:3]1[c:4]([C:13]([CH2:14][Br:16])=[O:15])[cH:5][c:6]([C:9]([F:10])([F:11])[F:12])[cH:7][cH:8]1. Reactants: OOS(=O)[O-].[K+] (oxone), C([O-])(O)=O (bicarbonate), ClC1=CC(=NC(=N1)SC)NC1=CC(=NN1)C (6-chloro-N-(3-methyl-1H-pyrazol-5-yl)-2-(methylthio)pyrimidin-4-amine). The solvent is O (water), O (water), CO (MeOH). Run at time 30 minute. The product is ClC1=CC(=NC(=N1)S(=O)(=O)C)NC1=CC(=NN1)C (6-chloro-N-(3-methyl-1H-pyrazol-5-yl)-2-(methylsulfonyl)pyrimidin-4-amine). Yield: 80.0%. RXN SMILES: [Cl:1][C:2]1[N:7]=[C:6](SC)[N:5]=[C:4]([NH:10][C:11]2[NH:15][N:14]=[C:13]([CH3:16])[CH:12]=2)[CH:3]=1.O[O:18][S:19]([O-:21])=O.[K+].[C:23](=O)(O)[O-]>CO.O>[Cl:1][C:2]1[N:7]=[C:6]([S:19]([CH3:23])(=[O:21])=[O:18])[N:5]=[C:4]([NH:10][C:11]2[NH:15][N:14]=[C:13]([CH3:16])[CH:12]=2)[CH:3]=1 |f:1.2|. Reported procedure: To a stirred solution of 6-chloro-N-(3-methyl-1H-pyrazol-5-yl)-2-(methylthio)pyrimidin-4-amine (8 g, 31.19 mmol) in MeOH (200 ml) cooled in an ice bath was added portionwise a slurry of oxone (44 g, 71.73 mmol) in water (100 ml) over 10 minutes. The reaction mixture was stirred at this temperature for a further 30 minutes before being allowed to warm up to room temperature for 2 hours. The solid, isolated by filtration, was stirred vigorously in a 1:1 mixture of water and saturated bicarbonate s... Reactants: ClC1=C(C=CC(=C1)OC1=NC=NC2=CC(=C(C=C12)OC)O)NC(=O)NCCC (N-{2-Chloro-4-[(7-hydroxy-6-methoxy-4-quinazolinyl)oxy]phenyl}-N′-propylurea), C([O-])([O-])=O.[K+].[K+] (potassium carbonate), BrCCCO (3-bromo-1-propanol). Run in CN(C=O)C (N,N-dimethylformamide). Run at time 3 hour. Yields the product ClC1=C(C=CC(=C1)OC1=NC=NC2=CC(=C(C=C12)OC)OCCCO)NC(=O)NCCC (N-(2-Chloro-4-{[7-(3-hydroxypropoxy)-6-methoxy4-quinazolinyl]oxy}phenyl)-N′-propylurea). The yield is 40.0%. Reaction SMILES: [Cl:1][C:2]1[CH:7]=[C:6]([O:8][C:9]2[C:18]3[C:13](=[CH:14][C:15]([OH:21])=[C:16]([O:19][CH3:20])[CH:17]=3)[N:12]=[CH:11][N:10]=2)[CH:5]=[CH:4][C:3]=1[NH:22][C:23]([NH:25][CH2:26][CH2:27][CH3:28])=[O:24].C(=O)([O-])[O-].[K+].[K+].Br[CH2:36][CH2:37][CH2:38][OH:39]>CN(C)C=O>[Cl:1][C:2]1[CH:7]=[C:6]([O:8][C:9]2[C:18]3[C:13](=[CH:14][C:15]([O:21][CH2:36][CH2:37][CH2:38][OH:39])=[C:16]([O:19][CH3:20])[CH:17]=3)[N:12]=[CH:11][N:10]=2)[CH:5]=[CH:4][C:3]=1[NH:22][C:23]([NH:25][CH2:26][CH2:27][CH3:28])=[O:24] |f:1.2.3|. Procedure details: N-{2-Chloro-4-[(7-hydroxy-6-methoxy-4-quinazolinyl)oxy]phenyl}-N′-propylurea (55 mg), potassium carbonate (20 mg), and 3-bromo-1-propanol (62 μl) were dissolved in N,N-dimethylformamide (4 ml), and the solution was stirred at room temperature for 3 hr. The solvent was removed by distillation under the reduced pressure. Water was added to the residue, and the mixture was extracted with chloroform. The organic layer was dried over anhydrous sodium sulfate, and the solvent was removed by distillati... Starting materials: O=Cc1cc(Br)ccc1F, CCCC[Sn](CCCC)(CCCC)c1ccco1, O=C(C=Cc1ccccc1)C=Cc1ccccc1, O=C(C=Cc1ccccc1)C=Cc1ccccc1, O=C(C=Cc1ccccc1)C=Cc1ccccc1, C1CCOC1, [Pd], [Pd], c1ccc(P(c2ccccc2)c2ccccc2)cc1. The product is O=Cc1cc(-c2ccco2)ccc1F. RXN SMILES: [Br:20][c:21]1[cH:22][cH:23][c:24]([F:29])[c:25]([CH:26]=[O:27])[cH:28]1.[CH2:30]([Sn:31]([CH2:32][CH2:33][CH2:34][CH3:40])([c:35]1[o:36][cH:37][cH:38][cH:39]1)[CH2:41][CH2:42][CH2:43][CH3:44])[CH2:45][CH2:46][CH3:47].[CH:55](=[CH:56][C:57]([CH:58]=[CH:59][c:60]1[cH:61][cH:62][cH:63][cH:64][cH:65]1)=[O:66])[c:67]1[cH:68][cH:69][cH:70][cH:71][cH:72]1.[CH:73](=[CH:74][C:75]([CH:76]=[CH:77][c:78]1[cH:79][cH:80][cH:81][cH:82][cH:83]1)=[O:84])[c:85]1[cH:86][cH:87][cH:88][cH:89][cH:90]1.[CH:91](=[CH:92][C:93]([CH:94]=[CH:95][c:96]1[cH:97][cH:98][cH:99][cH:100][cH:101]1)=[O:102])[c:103]1[cH:104][cH:105][cH:106][cH:107][cH:108]1.[O:48]1[CH2:49][CH2:50][CH2:51][CH2:52]1.[Pd:53].[Pd:54].[c:1]1([P:2]([c:3]2[cH:4][cH:5][cH:6][cH:7][cH:8]2)[c:9]2[cH:10][cH:11][cH:12][cH:13][cH:14]2)[cH:15][cH:16][cH:17][cH:18][cH:19]1>>[c:21]1(-[c:35]2[o:36][cH:37][cH:38][cH:39]2)[cH:22][cH:23][c:24]([F:29])[c:25]([CH:26]=[O:27])[cH:28]1. Reactants: Cl (hydrochloric acid), [Cl-].[Al+3].[Cl-].[Cl-] (aluminum chloride), [N+](=O)([O-])C (nitromethane), C(=O)(OCC1=CC=CC=C1)SC1C(C(N1C(C(=O)OCC1=CC=C(C=C1)[N+](=O)[O-])=C(CBr)O)=O)NC(COC1=CC=CC=C1)=O (p-nitrobenzyl α-[4-carbobenzoxythio-3-phenoxyacetamido-2-oxoazetidin-1-yl]-α-(2-bromo-1-hydroxyethylidene)acetate), [N+](=O)([O-])C (nitromethane). The solvent is C(Cl)Cl (methylene chloride), C(Cl)Cl (methylene chloride). Conditions: time 1 hour. The product is SC1C(C(N1C(C(=O)OCC1=CC=C(C=C1)[N+](=O)[O-])=C(CBr)O)=O)NC(COC1=CC=CC=C1)=O (p-nitrobenzyl α-[4-mercapto-3-phenoxyacetamido-2-oxoazetidin-1-yl]-α-(2-bromo-1-hydroxyethylidene)acetate). The yield is 96.9%. RXN SMILES: C([S:11][CH:12]1[N:15]([C:16](=[C:30]([OH:33])[CH2:31][Br:32])[C:17]([O:19][CH2:20][C:21]2[CH:26]=[CH:25][C:24]([N+:27]([O-:29])=[O:28])=[CH:23][CH:22]=2)=[O:18])[C:14](=[O:34])[CH:13]1[NH:35][C:36](=[O:45])[CH2:37][O:38][C:39]1[CH:44]=[CH:43][CH:42]=[CH:41][CH:40]=1)(OCC1C=CC=CC=1)=O.[N+](C)([O-])=O.[Cl-].[Al+3].[Cl-].[Cl-].Cl>C(Cl)Cl>[SH:11][CH:12]1[N:15]([C:16](=[C:30]([OH:33])[CH2:31][Br:32])[C:17]([O:19][CH2:20][C:21]2[CH:26]=[CH:25][C:24]([N+:27]([O-:29])=[O:28])=[CH:23][CH:22]=2)=[O:18])[C:14](=[O:34])[CH:13]1[NH:35][C:36](=[O:45])[CH2:37][O:38][C:39]1[CH:40]=[CH:41][CH:42]=[CH:43][CH:44]=1 |f:2.3.4.5|. Reported procedure: To a solution of p-nitrobenzyl α-[4-carbobenzoxythio-3-phenoxyacetamido-2-oxoazetidin-1-yl]-α-(2-bromo-1-hydroxyethylidene)acetate (480 mg) in methylene chloride (5 ml) containing 20% of nitromethane is added a solution of aluminum chloride (270 mg) in methylene chloride containing 20% of nitromethane (4 ml), and the mixture is stirred at room temperature for 1 hour. The reaction mixture is poured into diluted hydrochloric acid, and is extracted with methylene chloride. The extract solution is w... Starting materials: N\C(=C/C(=O)OCC)\C(F)(F)F (ethyl 3-amino-4,4,4-trifluorocrotonate), ClC1=C(C(=O)OC(C(=O)OCC)(C)C)C=C(C=C1)N=C=O (ethyl 2-(2-chloro-5-isocyanato-benzoyloxy)-2-methylpropionate), [H-].[Na+] (sodium hydride), Cl (hydrochloric acid). Solvent: C(C)OCC (diethyl ether), CN(C=O)C (dimethylformamide), CN(C=O)C (dimethylformamide). Conditions: temperature -5 celsius. Yields the product ClC1=C(C(=O)OC(C(=O)OCC)(C)C)C=C(C=C1)N1C(NC(=CC1=O)C(F)(F)F)=O (ethyl 2-{2-chloro-5-[3,6-dihydro-2,6-dioxo-4-trifluoromethyl-1(2H)-pyrimidinyl]-benzoyloxy}-2-methylpropionate). As a reaction SMILES: [H-].[Na+].[NH2:3]/[C:4](/[C:11]([F:14])([F:13])[F:12])=[CH:5]\[C:6]([O:8]CC)=O.[Cl:15][C:16]1[CH:32]=[CH:31][C:30]([N:33]=[C:34]=[O:35])=[CH:29][C:17]=1[C:18]([O:20][C:21]([CH3:28])([CH3:27])[C:22]([O:24][CH2:25][CH3:26])=[O:23])=[O:19].Cl>C(OCC)C.CN(C)C=O>[Cl:15][C:16]1[CH:32]=[CH:31][C:30]([N:33]2[C:6](=[O:8])[CH:5]=[C:4]([C:11]([F:12])([F:13])[F:14])[NH:3][C:34]2=[O:35])=[CH:29][C:17]=1[C:18]([O:20][C:21]([CH3:27])([CH3:28])[C:22]([O:24][CH2:25][CH3:26])=[O:23])=[O:19] |f:0.1|. Reported procedure: 4.9 g of sodium hydride (50% dispersion in white oil) are added to 120 ml of dimethylformamide while stirring and the mixture is cooled to -5° C. At this temperature a solution of 22.4 g of ethyl 3-amino-4,4,4-trifluorocrotonate in 180 ml of diethyl ether is added dropwise during 30 minutes. The reaction mixture is stirred at room temperature for one hour and thereafter cooled to -65° C. A solution of 28 g of ethyl 2-(2-chloro-5-isocyanato-benzoyloxy)-2-methylpropionate in 100 ml of dimethylform... Starting materials: [N+](=O)([O-])C1=CC=C2CCCC(C2=C1)=O (7-nitro-1-tetralone). Reagents/catalysts: [Ni] (Ni). Run in C(C)O (ethanol). The product is NC1=CC=C2CCCC(C2=C1)=O (7-amino-1-tetralone). Reaction SMILES: [N+:1]([C:4]1[CH:13]=[C:12]2[C:7]([CH2:8][CH2:9][CH2:10][C:11]2=[O:14])=[CH:6][CH:5]=1)([O-])=O>C(O)C.[Ni]>[NH2:1][C:4]1[CH:13]=[C:12]2[C:7]([CH2:8][CH2:9][CH2:10][C:11]2=[O:14])=[CH:6][CH:5]=1. Reported procedure: A solution of 2 g (0.0105 mole) 7-nitro-1-tetralone in 120 ml ethanol was hydrogenated under <5 psi H2 pressure using Raney Ni as catalyst. The solution was filtered with the aid of super gel and concentrated under reduced pressure to give the 7-amino-1-tetralone. Starting materials: ClC1=CC(=C(C=C1)[N+](=O)[O-])F (4-Chloro-2-fluoro-nitrobenzene), C1(CCCCC1)C=1NC=C(N1)C (2-Cyclohexyl-4-methyl-imidazole), C(C)#N (acetonitrile). Run in C(C)N(CC)CC (triethylamine). Yields the product ClC1=CC(=C(C=C1)[N+](=O)[O-])N1C(=NC(=C1)C)C1CCCCC1 (4-Chloro-2-(2-cyclohexyl-4-methyl-imidazol-1-yl)-nitrobenzene). As a reaction SMILES: [Cl:1][C:2]1[CH:7]=[CH:6][C:5]([N+:8]([O-:10])=[O:9])=[C:4](F)[CH:3]=1.[CH:12]1([C:18]2[NH:19][CH:20]=[C:21]([CH3:23])[N:22]=2)[CH2:17][CH2:16][CH2:15][CH2:14][CH2:13]1.C(#N)C>C(N(CC)CC)C>[Cl:1][C:2]1[CH:7]=[CH:6][C:5]([N+:8]([O-:10])=[O:9])=[C:4]([N:19]2[CH:20]=[C:21]([CH3:23])[N:22]=[C:18]2[CH:12]2[CH2:13][CH2:14][CH2:15][CH2:16][CH2:17]2)[CH:3]=1. Procedure details: 3.75 g 4-Chloro-2-fluoro-nitrobenzene, 3.4 g 2-Cyclohexyl-4-methyl-imidazole, 50 ml acetonitrile and 5 ml triethylamine were heated 6 hours at 60° C. The solvent was distilled off followed by extraction with 100 ml ethylacetate and 2 times 50 ml water. The organic layer was distilled off and the residue chromatographed on silica gel with 5% MeOH/CH2Cl2.